From a dataset of the Open Reaction Database (ORD), a public repository of structured organic reaction records. describe an organic reaction: reactants, conditions, products, and yield Reactants: N1(CCCCC1)CCNC1=NNC2=CC=CC=C12 (3-(2-piperidinoethylamino)indazole), Cl (hydrogen chloride), C(C)OCC (diethyl ether). Solvent: C(C)O (ethyl alcohol). The product is Cl.N1(CCCCC1)CCNC1=NNC2=CC=CC=C12 (3-(2-piperidinoethylamino)indazole hydrochloride). RXN SMILES: [N:1]1([CH2:7][CH2:8][NH:9][C:10]2[C:18]3[C:13](=[CH:14][CH:15]=[CH:16][CH:17]=3)[NH:12][N:11]=2)[CH2:6][CH2:5][CH2:4][CH2:3][CH2:2]1.[ClH:19].C(OCC)C>C(O)C>[ClH:19].[N:1]1([CH2:7][CH2:8][NH:9][C:10]2[C:18]3[C:13](=[CH:14][CH:15]=[CH:16][CH:17]=3)[NH:12][N:11]=2)[CH2:2][CH2:3][CH2:4][CH2:5][CH2:6]1 |f:4.5|. Procedure details: In 50 ml of absolute ethyl alcohol was dissolved 4.0 g of 3-(2-piperidinoethylamino)indazole and into the solution was introduced dried hydrogen chloride gas under cooling with ice. Anhydrous diethyl ether was added to the solution to separate crystals. Then the crystals were obtained by filtration and dried to give 3-(2-piperidinoethylamino)indazole hydrochloride. Reactants: BrC1=CSC=C1Br (3,4-dibromothiophene), C[Si](OC#CCC)(C)C (trimethylsiloxy-1-butyne), dichlorobis(triphenylphosphine) palladium(II), 4, silicon oil. The reagents and catalysts are [Cu](I)I (copper iodide), C1(=CC=CC=C1)P(C1=CC=CC=C1)C1=CC=CC=C1 (triphenylphosphine). Run in C(C)N(CC)CC (triethylamine). Reaction conditions: temperature 60 celsius, time 2 hour. Yields the product BrC1=CSC=C1C#CCCO[Si](C)(C)C (3-bromo-4(trimethylsiloxybutynyl)thiophene). The yield is 23.1%. As a reaction SMILES: Br[C:2]1[C:6]([Br:7])=[CH:5][S:4][CH:3]=1.[CH3:8][Si:9]([CH3:16])([CH3:15])[O:10][C:11]#[C:12][CH2:13][CH3:14]>[Cu](I)I.C1(P(C2C=CC=CC=2)C2C=CC=CC=2)C=CC=CC=1.C(N(CC)CC)C>[Br:7][C:6]1[C:2]([C:14]#[C:13][CH2:12][CH2:11][O:10][Si:9]([CH3:16])([CH3:15])[CH3:8])=[CH:3][S:4][CH:5]=1. Procedure details: Into a 250 mL 4 necked RB flask equipped with a magnetic stirring bar, thermometer, rubber septum, argon inlet and reflux condenser with argon outlet (tubed to a silicon oil bubbler) is added 55.0 g (229 mmol) of 3,4-dibromothiophene, 15.6 g of triethylamine, 9.75 g (68.5 mmol) of trimethylsiloxy-1-butyne, 170 mg of triphenylphosphine, 140 mg of copper iodide and 490 mg of dichlorobis(triphenylphosphine) palladium(II). The mixture is heated with a silicon oil bath to 60° C. under argon with stir... The reactants are P(=O)(Cl)(Cl)Cl (phosphoryl chloride), FC1=C(CN2N=C(C=3C2=NC=CC3)C=3N=NC(=C(N3)O)C(C(=O)OC)(C)C)C=CC(=C1)F (Methyl 2-{3-[1-(2,4-difluorobenzyl)-1H-pyrazolo[3,4-b]pyridin-3-yl]-5-hydroxy-1,2,4-triazin-6-yl}-2-methylpropanoate), N (ammonia). Reaction conditions: time 8 hour. Reported procedure: 29 ml of phosphoryl chloride were added to 2.74 g (6.221 mmol) of the compound from Example 77A, and the mixture was stirred at RT overnight. The reaction mixture was then taken up in 430 ml of acetonitrile and, with ice cooling, stirred into 260 ml of concentrated ammonia solution (33% in water). The mixture was stirred at room temperature overnight and then concentrated on a rotary evaporator. The residue was stirred with water and ethyl acetate and the aqueous phase was extracted twice with e... Yields the product FC1=C(CN2N=C(C=3C2=NC=CC3)C=3N=NC2=C(N3)NC(C2(C)C)=O)C=CC(=C1)F (3-[1-(2,4-Difluorobenzyl)-1H-pyrazolo[3,4-b]pyridin-3-yl]-7,7-dimethyl-5,7-dihydro-6H-pyrrolo[2,3-e][1,2,4]triazin-6-one). As a reaction SMILES: P(Cl)(Cl)(Cl)=O.[F:6][C:7]1[CH:36]=[C:35]([F:37])[CH:34]=[CH:33][C:8]=1[CH2:9][N:10]1[C:14]2=[N:15][CH:16]=[CH:17][CH:18]=[C:13]2[C:12]([C:19]2[N:20]=[N:21][C:22]([C:26]([CH3:32])([CH3:31])[C:27]([O:29]C)=O)=[C:23](O)[N:24]=2)=[N:11]1.[NH3:38]>C(#N)C>[F:6][C:7]1[CH:36]=[C:35]([F:37])[CH:34]=[CH:33][C:8]=1[CH2:9][N:10]1[C:14]2=[N:15][CH:16]=[CH:17][CH:18]=[C:13]2[C:12]([C:19]2[N:20]=[N:21][C:22]3[C:26]([CH3:32])([CH3:31])[C:27](=[O:29])[NH:38][C:23]=3[N:24]=2)=[N:11]1. The solvent is C(C)#N (acetonitrile). The reactants are ClC1=CC(=CC2=C1C(C(=CO2)C2=C(C=CC=C2)C)=O)OCC(=O)OCC (ethyl {[5-chloro-3-(2-methylphenyl)-4-oxo-4H-1-benzopyran-7-yl]oxy}acetate), [OH-].[Na+] (sodium hydroxide). The solvent is C(C)O (ethanol). Conditions: time 3 hour. The product is ClC1=CC(=CC2=C1C(C(=CO2)C2=C(C=CC=C2)C)=O)OCC(=O)O ({[5-chloro-3-(2-methylphenyl)-4-oxo-4H-1-benzopyran-7-yl]oxy}acetic acid). The yield is 86.0%. Reaction SMILES: [Cl:1][C:2]1[C:7]2[C:8](=[O:19])[C:9]([C:12]3[CH:17]=[CH:16][CH:15]=[CH:14][C:13]=3[CH3:18])=[CH:10][O:11][C:6]=2[CH:5]=[C:4]([O:20][CH2:21][C:22]([O:24]CC)=[O:23])[CH:3]=1.[OH-].[Na+]>C(O)C>[Cl:1][C:2]1[C:7]2[C:8](=[O:19])[C:9]([C:12]3[CH:17]=[CH:16][CH:15]=[CH:14][C:13]=3[CH3:18])=[CH:10][O:11][C:6]=2[CH:5]=[C:4]([O:20][CH2:21][C:22]([OH:24])=[O:23])[CH:3]=1 |f:1.2|. Procedure details: In 1.2 l of ethanol was suspended 132 g of ethyl {[5-chloro-3-(2-methylphenyl)-4-oxo-4H-1-benzopyran-7-yl]oxy}acetate, and 0.53 l of a 1N sodium hydroxide aqueous solution was slowly added dropwise to the suspension at room temperature, followed by stirring at room temperature for 3 hours. The insoluble material was removed by filtration, and the filtrate was acidified with hydrochloric acid while ice-cooling and stirring. The stirring was continued at room temperature overnight. The precipitate... Reactants: ClC1=CC(=NC=N1)N1CCC2(CO2)CC1 (6-(6-chloropyrimidine-4-yl)-1-oxa-6-azaspiro[2,5]octane), C(C)(C)(C)OC(=O)N1CC(NCC1)=O (4-(tert-butoxycarbonyl)-2-piperazinone), CC(C)([O-])C.[K+] (potassium tert-butoxide). Run in C(C)(C)(C)O (tert-butylalcohol). Conditions: temperature 80 celsius, time 8 hour. Yields the product C(C)(C)(C)OC(=O)N1CC(N(CC1)CC1(CCN(CC1)C1=NC=NC(=C1)Cl)O)=O (4-(tert-butoxycarbonyl)-1-[1-(6-chloro-4-pyrimidinyl)-4-hydroxypiperidin-4-ylmethyl]piperazin-2-one). Yield: 76.6%. RXN SMILES: [Cl:1][C:2]1[N:7]=[CH:6][N:5]=[C:4]([N:8]2[CH2:15][CH2:14][C:11]3([O:13][CH2:12]3)[CH2:10][CH2:9]2)[CH:3]=1.[C:16]([O:20][C:21]([N:23]1[CH2:28][CH2:27][NH:26][C:25](=[O:29])[CH2:24]1)=[O:22])([CH3:19])([CH3:18])[CH3:17].CC(C)([O-])C.[K+]>C(O)(C)(C)C>[C:16]([O:20][C:21]([N:23]1[CH2:28][CH2:27][N:26]([CH2:12][C:11]2([OH:13])[CH2:14][CH2:15][N:8]([C:4]3[CH:3]=[C:2]([Cl:1])[N:7]=[CH:6][N:5]=3)[CH2:9][CH2:10]2)[C:25](=[O:29])[CH2:24]1)=[O:22])([CH3:19])([CH3:17])[CH3:18] |f:2.3|. Procedure: To a solution of 6-(6-chloropyrimidine-4-yl)-1-oxa-6-azaspiro[2,5]octane (4.00 g) and 4-(tert-butoxycarbonyl)-2-piperazinone (3.38 g) in tert-butylalcohol (50 ml) was added potassium tert-butoxide (0.57 g), and the mixture was stirred at 80° C. overnight. The reaction solution was concentrated, and the residue was diluted with ethyl acetate (100 ml), washed with 0.5N hydrochloric acid and saturated brine, dried and concentrated. The residue was purified with silica gel column chromatography (elu... Reactants: mixture, C1CCCCC1.C(C)(=O)OCC (cyclohexane ethyl acetate), OC[C@H](C(=O)OC)N(C(=O)[C@@H]1N(CCOC1)C(=O)OC(C)(C)C)CC1=CC=CC=C1 (1,1-dimethylethyl (3R)-3-{[[(1R)-1-(hydroxymethyl)-2-(methyloxy)-2-oxoethyl](phenylmethyl)amino]carbonyl}-4-morpholinecarboxylate), FC(C(=O)O)(F)F (trifluoroacetic acid), C(O)([O-])=O.[Na+] (sodium hydrogen carbonate). Run in CO (methanol), C(Cl)Cl (DCM). Conditions: time 8 hour. Yields the product OC[C@H]1N(C([C@H]2COCCN2C1=O)=O)CC1=CC=CC=C1 ((7R,9aR)-7-(hydroxymethyl)-8-(phenylmethyl)hexahydropyrazino[2,1-c][1,4]oxazine6,9-dione). Isolated yield 32.6%. As a reaction SMILES: [OH:1][CH2:2][C@@H:3]([N:8]([CH2:24][C:25]1[CH:30]=[CH:29][CH:28]=[CH:27][CH:26]=1)[C:9]([C@H:11]1[CH2:16][O:15][CH2:14][CH2:13][N:12]1[C:17](OC(C)(C)C)=[O:18])=[O:10])C(OC)=O.FC(F)(F)C(O)=O.C(=O)([O-])O.[Na+].C1CCCCC1.C(OCC)(=O)C>C(Cl)Cl.CO>[OH:1][CH2:2][C@@H:3]1[C:17](=[O:18])[N:12]2[C@H:11]([CH2:16][O:15][CH2:14][CH2:13]2)[C:9](=[O:10])[N:8]1[CH2:24][C:25]1[CH:30]=[CH:29][CH:28]=[CH:27][CH:26]=1 |f:2.3,4.5|. Reported procedure: To a stirred solution of 1,1-dimethylethyl (3R)-3-{[[(1R)-1-(hydroxymethyl)-2-(methyloxy)-2-oxoethyl](phenylmethyl)amino]carbonyl}-4-morpholinecarboxylate (D103, 38.7 g, 0.092 moles) in 400 ml of DCM at room temperature, trifluoroacetic acid (68.3 ml, 0.92 moles) was slowly added. The resulting orange solution was stirred at room temperature overnight. It was then cooled by an ice-water bath and brought to pH=7-8 by adding sodium hydrogen carbonate (sat. solution, 250 ml and as solid). Phases we...